From a dataset of the Open Reaction Database (ORD), a public repository of structured organic reaction records. describe an organic reaction: reactants, conditions, products, and yield Starting materials: [N+](=[N-])=CC(CCCCC1=CC=C(C=C1)CCCCC(C=[N+]=[N-])=O)=O (1,4-bis-(6'-diazo-5'-oxohexyl)-benzene), [Cl-].[Na+] (sodium chloride), Cl (hydrochloric acid), O (water). The solvent is CO (methanol). Reaction conditions: time 4 hour. Yields the product ClCC(CCCCC1=CC=C(C=C1)CCCCC(CCl)=O)=O (1,4-bis-(6'-chloro- 5'-oxohexyl)-benzene). Isolated yield 53.0%. Reaction SMILES: [N+](=[CH:3][C:4](=[O:24])[CH2:5][CH2:6][CH2:7][CH2:8][C:9]1[CH:14]=[CH:13][C:12]([CH2:15][CH2:16][CH2:17][CH2:18][C:19](=[O:23])[CH:20]=[N+]=[N-])=[CH:11][CH:10]=1)=[N-].[Cl-:25].[Na+].[ClH:27].O>CO>[Cl:25][CH2:3][C:4](=[O:24])[CH2:5][CH2:6][CH2:7][CH2:8][C:9]1[CH:14]=[CH:13][C:12]([CH2:15][CH2:16][CH2:17][CH2:18][C:19](=[O:23])[CH2:20][Cl:27])=[CH:11][CH:10]=1 |f:1.2|. Reported procedure: A solution of about 27 millimoles of 1,4-bis-(6'-diazo-5'-oxohexyl)-benzene (prepared from 7.6 g of p-phenylene-δ,δ-divaleryl chloride) in 70 ml of methanol is added dropwise to a mixture of 58 ml of 5 M aqueous sodium chloride solution and 58 ml of 2 N aqueous hydrochloric acid solution. During the dropwise addition, the material in the reaction vessel must be cooled and stirred vigorously. After the addition, and when nitrogen evolution has ceased, stirring is continued for 4 hours at room tem... The reactants are C(C1=CC=CC=C1)Br (benzyl bromide), Cl (hydrochloric acid), BrC1=C(C=C(C(=O)OC)C=C1O)O (methyl 4-bromo-3,5-dihydroxybenzoate), C([O-])([O-])=O.[K+].[K+] (potassium carbonate). Solvent: C(Cl)Cl (DCM), CN(C)C=O (DMF), O (water). Reaction conditions: time 8 hour. Product: C(C1=CC=CC=C1)OC=1C=C(C(=O)OC)C=C(C1Br)O (methyl 3-(benzyloxy)-4-bromo-5-hydroxybenzoate). Yield: 52.0%. As a reaction SMILES: [Br:1][C:2]1[C:11]([OH:12])=[CH:10][C:5]([C:6]([O:8][CH3:9])=[O:7])=[CH:4][C:3]=1[OH:13].C(=O)([O-])[O-].[K+].[K+].[CH2:20](Br)[C:21]1[CH:26]=[CH:25][CH:24]=[CH:23][CH:22]=1.Cl>CN(C=O)C.O.C(Cl)Cl>[CH2:20]([O:12][C:11]1[CH:10]=[C:5]([CH:4]=[C:3]([OH:13])[C:2]=1[Br:1])[C:6]([O:8][CH3:9])=[O:7])[C:21]1[CH:26]=[CH:25][CH:24]=[CH:23][CH:22]=1 |f:1.2.3|. Procedure details: To a mixture of methyl 4-bromo-3,5-dihydroxybenzoate (18.8 g, 76 mmol) and potassium carbonate (5.26 g, 38.1 mmol) in DMF (190 mL) was added benzyl bromide (3.17 mL, 26.6 mmol). The mixture was stirred overnight, diluted with 200 mL water and acidified to pH 1 by slow addition of concentrated hydrochloric acid. The solution was extracted with 1:1 ethyl acetate/ether (6×) and the combined extracts were washed with water (8×), saturated sodium bicarbonate, brine, then dried over magnesium sulfate ... The reactants are CC(C)(C)OC(=O)C1CCC(=O)N1C(=O)OC(C)(C)C, C1CCOC1, C[Si](C)(C)[N-][Si](C)(C)C, CI, [Li+]. The product is CC1CC(C(=O)OC(C)(C)C)N(C(=O)OC(C)(C)C)C1=O. RXN SMILES: [C:1]([CH3:2])([CH3:3])([CH3:4])[O:5][C:6](=[O:7])[N:8]1[CH:9]([C:14](=[O:15])[O:16][C:17]([CH3:18])([CH3:19])[CH3:20])[CH2:10][CH2:11][C:12]1=[O:13].[CH2:33]1[O:34][CH2:35][CH2:36][CH2:37]1.[CH3:21][Si:22]([CH3:23])([CH3:24])[N-:25][Si:26]([CH3:27])([CH3:28])[CH3:29].[CH3:31][I:32].[Li+:30]>>[C:1]([CH3:2])([CH3:3])([CH3:4])[O:5][C:6](=[O:7])[N:8]1[CH:9]([C:14](=[O:15])[O:16][C:17]([CH3:18])([CH3:19])[CH3:20])[CH2:10][CH:11]([CH3:21])[C:12]1=[O:13].